This data is from the Open Reaction Database (ORD), a public repository of structured organic reaction records. The task is: describe an organic reaction: reactants, conditions, products, and yield Starting materials: NCC=1C(=C(C(=CC1)Cl)OC=1C=C(C#N)C=CC1)F (3-{[3-(aminomethyl)-6-chloro-2-fluorophenyl]oxy}benzonitrile), ClC=1N=C(NC1C(=O)O)C (4-chloro-2-methyl-1H-imidazole-5-carboxylic acid). As a reaction SMILES: [NH2:1][CH2:2][C:3]1[C:4]([F:19])=[C:5]([O:10][C:11]2[CH:12]=[C:13]([CH:16]=[CH:17][CH:18]=2)[C:14]#[N:15])[C:6]([Cl:9])=[CH:7][CH:8]=1.[Cl:20][C:21]1[N:22]=[C:23]([CH3:29])[NH:24][C:25]=1[C:26](O)=[O:27]>>[Cl:20][C:21]1[N:22]=[C:23]([CH3:29])[NH:24][C:25]=1[C:26]([NH:1][CH2:2][C:3]1[CH:8]=[CH:7][C:6]([Cl:9])=[C:5]([O:10][C:11]2[CH:18]=[CH:17][CH:16]=[C:13]([C:14]#[N:15])[CH:12]=2)[C:4]=1[F:19])=[O:27]. Reported procedure: A solution of 3-{[3-(aminomethyl)-6-chloro-2-fluorophenyl]oxy}-5-bromobenzonitrile (0.20 g, 0.56 mmol), sodium formate (0.057 g, 0.84 mmol) and Pd(Ph3P)4 (0.032 g, 0.028 mmol) in DMF (1.13 ml) was heated at 100° C. for 6 h. Water was added and the mixture was extracted with EtOAc. The organic phase was dried (Na2SO4), filtered, and dried to afford 3-{[3-(aminomethyl)-6-chloro-2-fluorophenyl]oxy}benzonitrile, which was used without further purification. The above amine (0.28 mmol) and 4-chloro-2-... Yields the product ClC=1N=C(NC1C(=O)NCC1=C(C(=C(C=C1)Cl)OC1=CC(=CC=C1)C#N)F)C (4-chloro-N-({4-chloro-3-[(3-cyanophenyl)oxy]-2-fluorophenyl}methyl)-2-methyl-1H-imidazole-5-carboxamide). Yield: 40.1%.